The task is: describe an organic reaction: reactants, conditions, products, and yield. This data is from the Open Reaction Database (ORD), a public repository of structured organic reaction records. The reactants are BrCC(CC)=O (l-bromo-2-butanone), C1CCCCS1 (pentamethylene sulfide). Run in CC(=O)C (acetone). The product is [Br-].O=C(C[S+]1CCCCC1)CC (2-oxobutyl-thiacyclohexanium bromide). The yield is 72.7%. As a reaction SMILES: [Br:1][CH2:2][C:3](=[O:6])[CH2:4][CH3:5].[CH2:7]1[S:12][CH2:11][CH2:10][CH2:9][CH2:8]1>CC(C)=O>[Br-:1].[O:6]=[C:3]([CH2:4][CH3:5])[CH2:2][S+:12]1[CH2:7][CH2:8][CH2:9][CH2:10][CH2:11]1 |f:3.4|. Procedure: In a 100 ml three-necked flask, 4 g of pentamethylene sulfide was dissolved in 40 ml of acetone. To the solution, 6 g of l-bromo-2-butanone was added dropwise while stirring. After leaving for 24 hours, the deposited white crystal was collected by filtration. The white crystal was ground to a powder, which was washed with ether. The powder was dried by a vacuum drier at 30° C. for six hours to obtain 7.2 g of 2-oxobutyl-thiacyclohexanium bromide (yield: 72.5%).